This data is from the Open Reaction Database (ORD), a public repository of structured organic reaction records. The task is: describe an organic reaction: reactants, conditions, products, and yield Product: CC1CCC(C(C)C)C(OC(=O)CC(NC(=O)OCc2ccccc2)(C(N)=O)C(=O)OC(C)(C)C)C1. As a reaction SMILES: [C:40](=[O:41])([O-:42])[O-:43].[CH2:1]([c:2]1[cH:3][cH:4][cH:5][cH:6][cH:7]1)[O:8][C:9](=[O:10])[NH:11][C:12]([C:13](=[O:14])[O:15][C:16]([CH3:17])([CH3:18])[CH3:19])([CH2:20][C:21](=[O:22])[O:23][CH:24]1[CH2:25][CH:26]([CH3:33])[CH2:27][CH2:28][CH:29]1[CH:30]([CH3:31])[CH3:32])[C:34]#[N:35].[CH3:36][C:37]([CH3:38])=[O:39].[K+:44].[K+:45].[OH2:48].[OH:46][OH:47]>>[CH2:1]([c:2]1[cH:3][cH:4][cH:5][cH:6][cH:7]1)[O:8][C:9](=[O:10])[NH:11][C:12]([C:13](=[O:14])[O:15][C:16]([CH3:17])([CH3:18])[CH3:19])([CH2:20][C:21](=[O:22])[O:23][CH:24]1[CH2:25][CH:26]([CH3:33])[CH2:27][CH2:28][CH:29]1[CH:30]([CH3:31])[CH3:32])[C:34]([NH2:35])=[O:39]. Starting materials: O=C([O-])[O-], CC1CCC(C(C)C)C(OC(=O)CC(C#N)(NC(=O)OCc2ccccc2)C(=O)OC(C)(C)C)C1, CC(C)=O, [K+], [K+], O, OO. The reactants are IN1C(CCC1=O)=O (N-iodosuccinimide), ClC=1C=C(N)C=C(C1)Cl (3,5-dichloroaniline), C(O)([O-])=O.[Na+] (sodium hydrogen carbonate). The solvent is C(C)(=O)O.C(Cl)Cl (acetic acid methylene chloride). The product is IC1=C(N)C=C(C=C1Cl)Cl (2-Iodo-3,5-dichloroaniline). Yield: 45.7%. RXN SMILES: [Cl:1][C:2]1[CH:3]=[C:4]([CH:6]=[C:7]([Cl:9])[CH:8]=1)[NH2:5].[I:10]N1C(=O)CCC1=O.C(=O)([O-])O.[Na+]>C(O)(=O)C.C(Cl)Cl>[I:10][C:3]1[C:2]([Cl:1])=[CH:8][C:7]([Cl:9])=[CH:6][C:4]=1[NH2:5] |f:2.3,4.5|. Procedure details: Dissolve 3,5-dichloroaniline (10 g, 61.5 mmol) in 1:1 acetic acid/methylene chloride (200 mL). Add N-iodosuccinimide (16.9 g, 61.5 mmol) as a solid and stir at room temperature in the absence of light for 8 hours. Pour the solution into saturated sodium hydrogen carbonate (200 mL) and extract into methylene chloride (100 mL). Wash with saturated sodium hydrogen carbonate (200 mL), dry (MgSO4) and evaporate the solvent in vacuo. Purify by silica gel chromatography to give the title compound (8.1 ...